Dataset: the Open Reaction Database (ORD), a public repository of structured organic reaction records. Task: describe an organic reaction: reactants, conditions, products, and yield The reactants are N1CCCCC1 (Piperidine), C([O-])([O-])=O.[Cs+].[Cs+] (cesium carbonate), C(C1=CC=CC=C1)OC1=C(C(=O)NC2=C(C(=O)OC(C)(C)C)C=CC(=C2)C2=CC=CC=C2)C=CC(=C1)I (tert-butyl 2-(2-(benzyloxy)-4-iodobenzamido)-4-phenylbenzoate), N1CCCCC1 (piperidine), C([O-])([O-])=O.[Cs+].[Cs+] (cesium carbonate), aqueous solution, C(CC(O)(C(=O)O)CC(=O)O)(=O)O (citric acid). The reagents and catalysts are C=1C=CC(=CC1)/C=C/C(=O)/C=C/C2=CC=CC=C2.C=1C=CC(=CC1)/C=C/C(=O)/C=C/C2=CC=CC=C2.C=1C=CC(=CC1)/C=C/C(=O)/C=C/C2=CC=CC=C2.[Pd].[Pd] (tris(dibenzylideneacetone)dipalladium(0)), C(C)(=O)[O-].[Pd+2].C(C)(=O)[O-] (palladium(II) acetate), C1(CCCCC1)P(C1=C(C=CC=C1)C1=C(C=C(C=C1C(C)C)C(C)C)C(C)C)C1CCCCC1 (2-dicyclohexylphosphino-2′,4′,6′-triisopropylbiphenyl), C=1C=CC(=CC1)/C=C/C(=O)/C=C/C2=CC=CC=C2.C=1C=CC(=CC1)/C=C/C(=O)/C=C/C2=CC=CC=C2.C=1C=CC(=CC1)/C=C/C(=O)/C=C/C2=CC=CC=C2.[Pd].[Pd] (tris(dibenzylideneacetone)dipalladium(0)), C(C)(=O)[O-].[Pd+2].C(C)(=O)[O-] (palladium(II) acetate), C1(CCCCC1)P(C1=C(C=CC=C1)C1=C(C=C(C=C1C(C)C)C(C)C)C(C)C)C1CCCCC1 (2-dicyclohexylphosphino-2′,4′,6′-triisopropylbiphenyl). Run in C1(=CC=CC=C1)C (toluene), C(C)(=O)OCC (ethyl acetate). Product: C(C1=CC=CC=C1)OC1=C(C(=O)NC2=C(C(=O)OC(C)(C)C)C=CC(=C2)C2=CC=CC=C2)C=CC(=C1)N1CCCCC1 (tert-butyl 2-(2-(benzyloxy)-4-(piperidin-1-yl)benzamido)-4-phenylbenzoate). As a reaction SMILES: [NH:1]1[CH2:6][CH2:5][CH2:4][CH2:3][CH2:2]1.C(=O)([O-])[O-].[Cs+].[Cs+].[CH2:13]([O:20][C:21]1[CH:48]=[C:47](I)[CH:46]=[CH:45][C:22]=1[C:23]([NH:25][C:26]1[CH:38]=[C:37]([C:39]2[CH:44]=[CH:43][CH:42]=[CH:41][CH:40]=2)[CH:36]=[CH:35][C:27]=1[C:28]([O:30][C:31]([CH3:34])([CH3:33])[CH3:32])=[O:29])=[O:24])[C:14]1[CH:19]=[CH:18][CH:17]=[CH:16][CH:15]=1.C(O)(=O)CC(CC(O)=O)(C(O)=O)O>C1C=CC(/C=C/C(/C=C/C2C=CC=CC=2)=O)=CC=1.C1C=CC(/C=C/C(/C=C/C2C=CC=CC=2)=O)=CC=1.C1C=CC(/C=C/C(/C=C/C2C=CC=CC=2)=O)=CC=1.[Pd].[Pd].C([O-])(=O)C.[Pd+2].C([O-])(=O)C.C1(P(C2CCCCC2)C2C=CC=CC=2C2C(C(C)C)=CC(C(C)C)=CC=2C(C)C)CCCCC1.C(OCC)(=O)C.C1(C)C=CC=CC=1>[CH2:13]([O:20][C:21]1[CH:48]=[C:47]([N:1]2[CH2:6][CH2:5][CH2:4][CH2:3][CH2:2]2)[CH:46]=[CH:45][C:22]=1[C:23]([NH:25][C:26]1[CH:38]=[C:37]([C:39]2[CH:44]=[CH:43][CH:42]=[CH:41][CH:40]=2)[CH:36]=[CH:35][C:27]=1[C:28]([O:30][C:31]([CH3:34])([CH3:33])[CH3:32])=[O:29])=[O:24])[C:14]1[CH:15]=[CH:16][CH:17]=[CH:18][CH:19]=1 |f:1.2.3,6.7.8.9.10,11.12.13|. Procedure: Piperidine (0.049 mL), cesium carbonate (0.22 g), tris(dibenzylideneacetone)dipalladium(0) (3.0 mg), 2-dicyclohexylphosphino-2′,4′,6′-triisopropylbiphenyl (7.9 mg), and palladium(II) acetate (1.5 mg) were added to a toluene (2.0 mL) suspension of tert-butyl 2-(2-(benzyloxy)-4-iodobenzamido)-4-phenylbenzoate (0.20 g), followed by heating to reflux under a nitrogen atmosphere for 2 hours. The reaction mixture was cooled to room temperature, and then piperidine (0.033 mL), cesium carbonate (0.11 g)... Reactants: CC(C)(C)OC(=O)C(Cc1ccc(N2CC(=O)N(CC[Si](C)(C)C)S2(=O)=O)c(OCc2ccccc2)c1)NS(=O)(=O)c1ccccc1, ClCCl, O=C(O)C(F)(F)F. Product: C[Si](C)(C)CCN1C(=O)CN(c2ccc(CC(NS(=O)(=O)c3ccccc3)C(=O)O)cc2OCc2ccccc2)S1(=O)=O. As a reaction SMILES: [C:1]([CH3:2])([CH3:3])([CH3:4])[O:5][C:6]([CH:7]([CH2:8][c:9]1[cH:10][c:11]([O:29][CH2:30][c:31]2[cH:32][cH:33][cH:34][cH:35][cH:36]2)[c:12]([N:15]2[S:16](=[O:27])(=[O:28])[N:17]([CH2:21][CH2:22][Si:23]([CH3:24])([CH3:25])[CH3:26])[C:18](=[O:20])[CH2:19]2)[cH:13][cH:14]1)[NH:37][S:38](=[O:39])(=[O:40])[c:41]1[cH:42][cH:43][cH:44][cH:45][cH:46]1)=[O:47].[Cl:55][CH2:56][Cl:57].[F:48][C:49]([F:50])([F:51])[C:52]([OH:53])=[O:54]>>[O:5]=[C:6]([CH:7]([CH2:8][c:9]1[cH:10][c:11]([O:29][CH2:30][c:31]2[cH:32][cH:33][cH:34][cH:35][cH:36]2)[c:12]([N:15]2[S:16](=[O:27])(=[O:28])[N:17]([CH2:21][CH2:22][Si:23]([CH3:24])([CH3:25])[CH3:26])[C:18](=[O:20])[CH2:19]2)[cH:13][cH:14]1)[NH:37][S:38](=[O:39])(=[O:40])[c:41]1[cH:42][cH:43][cH:44][cH:45][cH:46]1)[OH:47].